Dataset: the Open Reaction Database (ORD), a public repository of structured organic reaction records. Task: describe an organic reaction: reactants, conditions, products, and yield Starting materials: C1CCOC1, Cc1ccc2c(N=Cc3cccc4c3OC(C)(C)C4)cccc2n1, Cc1ccccc1, CC1(C)Cc2cccc(C=O)c2O1, FC(F)(F)C1CO1, Cc1ccc2c(N)cccc2n1. Product: Cc1nc2cccc(N)c2cc1C(c1cccc2c1OC(C)(C)C2)C1(C(F)(F)F)CO1. Reaction SMILES: [CH2:64]1[O:65][CH2:66][CH2:67][CH2:68]1.[CH3:26][C:27]1([CH3:28])[CH2:29][c:30]2[cH:31][cH:32][cH:33][c:34]([CH:35]=[N:36][c:37]3[c:38]4[cH:39][cH:40][c:41]([CH3:42])[n:43][c:44]4[cH:45][cH:46][cH:47]3)[c:48]2[O:49]1.[CH3:57][c:58]1[cH:59][cH:60][cH:61][cH:62][cH:63]1.[CH:13](=[O:14])[c:15]1[cH:16][cH:17][cH:18][c:19]2[c:23]1[O:22][C:21]([CH3:24])([CH3:25])[CH2:20]2.[F:50][C:51]([CH:52]1[CH2:53][O:54]1)([F:55])[F:56].[NH2:1][c:2]1[c:3]2[cH:4][cH:5][c:6]([CH3:12])[n:7][c:8]2[cH:9][cH:10][cH:11]1>>[NH2:1][c:2]1[c:3]2[cH:4][c:5]([CH:13]([c:15]3[cH:16][cH:17][cH:18][c:19]4[c:23]3[O:22][C:21]([CH3:24])([CH3:25])[CH2:20]4)[C:52]3([C:51]([F:50])([F:55])[F:56])[CH2:53][O:54]3)[c:6]([CH3:12])[n:7][c:8]2[cH:9][cH:10][cH:11]1. The reactants are N1CC(C(=O)OCC)CCC1 (ethyl nipecotate), N1=CC(=CC=C1)C=O (pyridine-3-aldehyde), NC1=NNC=C1 (3-aminopyrazole). The product is C(#N)C=1C(C=2C(NC1C1CCNCC1)=NNC2)C=2C=NC=CC2 (5-Cyano-4,7-dihydro-6-(piperidin-4-yl)-4-(pyridin-3-yl)-2H-pyrazolo[3,4-b]pyridine). RXN SMILES: [NH:1]1[CH2:11][CH2:10][CH2:9][CH:3]([C:4](OCC)=O)[CH2:2]1.[N:12]1[CH:17]=[CH:16][CH:15]=[C:14](C=O)[CH:13]=1.[NH2:20][C:21]1[CH:25]=[CH:24][NH:23][N:22]=1>>[C:2]([C:3]1[CH:4]([C:3]2[CH:2]=[N:1][CH:11]=[CH:10][CH:9]=2)[C:25]2[C:21](=[N:22][NH:23][CH:24]=2)[NH:20][C:4]=1[CH:15]1[CH2:14][CH2:13][NH:12][CH2:17][CH2:16]1)#[N:1]. Reported procedure: The title compound was prepared from ethyl nipecotate, pyridine-3-aldehyde and 3-aminopyrazole in the same manner as in Examples 1001 and 1002. The reactants are ClCCl, COC(=O)c1sccc1N, c1ccncc1, O=S(=O)(Cl)c1ccc(-n2cccn2)cc1. Yields the product COC(=O)c1sccc1NS(=O)(=O)c1ccc(-n2cccn2)cc1. Reaction SMILES: [Cl:32][CH2:33][Cl:34].[NH2:16][c:17]1[c:18]([C:22](=[O:23])[O:24][CH3:25])[s:19][cH:20][cH:21]1.[cH:26]1[cH:27][cH:28][n:29][cH:30][cH:31]1.[n:1]1(-[c:6]2[cH:7][cH:8][c:9]([S:12](=[O:13])(=[O:14])[Cl:15])[cH:10][cH:11]2)[n:2][cH:3][cH:4][cH:5]1>>[n:1]1(-[c:6]2[cH:7][cH:8][c:9]([S:12](=[O:13])(=[O:14])[NH:16][c:17]3[c:18]([C:22](=[O:23])[O:24][CH3:25])[s:19][cH:20][cH:21]3)[cH:10][cH:11]2)[n:2][cH:3][cH:4][cH:5]1. The reactants are C1=CC=CC=2OC3=C(C21)C(=C2C=CC=CC2=C3)C=O (Benzo[b]naphtho[2,3-d]furan-11-carbaldehyde), NC(CO)(CO)C (2-amino-2-methyl-1,3-propanediol). The solvent is CCO.CCOCC (EtOH Et2O). Yields the product C1=CC=CC=2OC3=C(C21)C(=C2C=CC=CC2=C3)CNC(CO)(CO)C (2-[[(benzo[b]naphtho[2,3-d]furan-11-yl)methyl]amino]-2-methyl-1,3-propanediol). The yield is 68.8%. RXN SMILES: [CH:1]1[C:9]2[C:8]3[C:10]([CH:18]=O)=[C:11]4[C:16](=[CH:17][C:7]=3[O:6][C:5]=2[CH:4]=[CH:3][CH:2]=1)[CH:15]=[CH:14][CH:13]=[CH:12]4.[NH2:20][C:21]([CH3:26])([CH2:24][OH:25])[CH2:22][OH:23]>CCO.CCOCC>[CH:1]1[C:9]2[C:8]3[C:10]([CH2:18][NH:20][C:21]([CH3:26])([CH2:24][OH:25])[CH2:22][OH:23])=[C:11]4[C:16](=[CH:17][C:7]=3[O:6][C:5]=2[CH:4]=[CH:3][CH:2]=1)[CH:15]=[CH:14][CH:13]=[CH:12]4 |f:2.3|. Procedure: Using the procedure outlined in Example 1, benzo[b]naphtho[2,3-d]furan-11-carbaldehyde (2B) and 2-amino-2-methyl-1,3-propanediol (Aldrich) gave a 68.8% yield of 2-[[(benzo[b]naphtho[2,3-d]furan-11-yl)methyl]amino]-2-methyl-1,3-propanediol methanesuylfonate, mp 219°-220° (dec), (C,H,N,S), (EtOH/Et2O). Reactants: CCBr, CCNc1ccc(C)c(O)c1, CCO, Cl. Product: CCN(CC)c1ccc(C)c(O)c1, Cl. RXN SMILES: [CH2:12]([CH3:13])[Br:14].[CH2:1]([CH3:2])[NH:3][c:4]1[cH:5][cH:6][c:7]([CH3:11])[c:8]([OH:10])[cH:9]1.[CH3:16][CH2:17][OH:18].[ClH:15]>>[CH2:1]([CH3:2])[N:3]([c:4]1[cH:5][cH:6][c:7]([CH3:11])[c:8]([OH:10])[cH:9]1)[CH2:12][CH3:13].[ClH:15]. Starting materials: COc1ccccc1COCCCOc1ccc(C2CCN(C(=O)OCc3ccccc3)CC2OCc2cccc3c2N(COCC[Si](C)(C)C)C(=O)C3(C)C)cc1, CCCC[N+](CCCC)(CCCC)CCCC, [F-], C1CCOC1. The product is COc1ccccc1COCCCOc1ccc(C2CCN(C(=O)OCc3ccccc3)CC2OCc2cccc3c2NC(=O)C3(C)C)cc1. Reaction SMILES: [CH3:1][C:2]1([CH3:58])[C:3](=[O:57])[N:4]([CH2:49][O:50][CH2:51][CH2:52][Si:53]([CH3:54])([CH3:55])[CH3:56])[c:5]2[c:6]([CH2:11][O:12][CH:13]3[CH2:14][N:15]([C:39](=[O:40])[O:41][CH2:42][c:43]4[cH:44][cH:45][cH:46][cH:47][cH:48]4)[CH2:16][CH2:17][CH:18]3[c:19]3[cH:20][cH:21][c:22]([O:25][CH2:26][CH2:27][CH2:28][O:29][CH2:30][c:31]4[c:32]([O:37][CH3:38])[cH:33][cH:34][cH:35][cH:36]4)[cH:23][cH:24]3)[cH:7][cH:8][cH:9][c:10]21.[CH3:60][CH2:61][CH2:62][CH2:63][N+:64]([CH2:65][CH2:66][CH2:67][CH3:68])([CH2:69][CH2:70][CH2:71][CH3:72])[CH2:73][CH2:74][CH2:75][CH3:76].[F-:59].[O:77]1[CH2:78][CH2:79][CH2:80][CH2:81]1>>[CH3:1][C:2]1([CH3:58])[C:3](=[O:57])[NH:4][c:5]2[c:6]([CH2:11][O:12][CH:13]3[CH2:14][N:15]([C:39](=[O:40])[O:41][CH2:42][c:43]4[cH:44][cH:45][cH:46][cH:47][cH:48]4)[CH2:16][CH2:17][CH:18]3[c:19]3[cH:20][cH:21][c:22]([O:25][CH2:26][CH2:27][CH2:28][O:29][CH2:30][c:31]4[c:32]([O:37][CH3:38])[cH:33][cH:34][cH:35][cH:36]4)[cH:23][cH:24]3)[cH:7][cH:8][cH:9][c:10]21. The reactants are Cn1cccc1, CCOC(=O)C=[N+]=[N-]. Yields the product CCOC(=O)Cc1cccn1C. RXN SMILES: [CH3:1][n:2]1[cH:3][cH:4][cH:5][cH:6]1.[N+:7](=[N-:8])=[CH:9][C:10](=[O:11])[O:12][CH2:13][CH3:14]>>[CH3:1][n:2]1[c:3]([CH2:9][C:10](=[O:11])[O:12][CH2:13][CH3:14])[cH:4][cH:5][cH:6]1. Reactants: CN1C(N(C(C=2N(C=NC12)CCC)=O)CC(C)=O)=O (3-methyl-1-(2-oxopropyl)-7-propylxanthine), C(C)N(CC)CC#C (N,N-diethyl-2-propynylamine), C(\C=C\C(=O)O)(=O)O (fumaric acid). The product is C(C)N(CC#CC(CN1C(=O)N(C=2N=CN(C2C1=O)CCC)C)(C)O)CC (1-(5-Diethylamino-2-hydroxy-2-methyl-3-pentynyl)-3-methyl-7-propylxanthine). Isolated yield 48.0%. Reaction SMILES: [CH3:1][N:2]1[C:10]2[N:9]=[CH:8][N:7]([CH2:11][CH2:12][CH3:13])[C:6]=2[C:5](=[O:14])[N:4]([CH2:15][C:16](=[O:18])[CH3:17])[C:3]1=[O:19].[CH2:20]([N:22]([CH2:25][C:26]#[CH:27])[CH2:23][CH3:24])[CH3:21].C(O)(=O)/C=C/C(O)=O>>[CH2:20]([N:22]([CH2:23][CH3:24])[CH2:25][C:26]#[C:27][C:16]([OH:18])([CH3:17])[CH2:15][N:4]1[C:5](=[O:14])[C:6]2[N:7]([CH2:11][CH2:12][CH3:13])[CH:8]=[N:9][C:10]=2[N:2]([CH3:1])[C:3]1=[O:19])[CH3:21]. Procedure details: 1-(5-Diethylamino-2-hydroxy-2-methyl-3-pentynyl)-3-methyl-7-propylxanthine was prepared as oily substance in 48% yield using 3-methyl-1-(2-oxopropyl)-7-propylxanthine and N,N-diethyl-2-propynylamine as in Example 6C1). Salt formation with fumaric acid as in Example 7F2) took place in 98% yield. Melting point: 109° C. C23H33N5O7 (MW=491.56 g/mol), base C19H29N5O3 (MW=375.48 g/mol) Reactants: CN(C)Cc1ccc(CSCCN)o1, CC#N, CC(C)N=C=O. Product: CC(C)NC(=O)NCCSCc1ccc(CN(C)C)o1. Reaction SMILES: [CH3:1][N:2]([CH3:3])[CH2:4][c:5]1[cH:6][cH:7][c:8]([CH2:10][S:11][CH2:12][CH2:13][NH2:14])[o:9]1.[CH3:21][C:22]#[N:23].[CH:15]([CH3:16])([CH3:17])[N:18]=[C:19]=[O:20]>>[CH3:1][N:2]([CH3:3])[CH2:4][c:5]1[cH:6][cH:7][c:8]([CH2:10][S:11][CH2:12][CH2:13][NH:14][C:19]([NH:18][CH:15]([CH3:16])[CH3:17])=[O:20])[o:9]1. Reactants: COc1ccc2c(=O)n(CCNC(=O)OC(C)(C)C)c(C#N)c(-c3ccccc3)c2c1, CCO, [NH4+], [OH-]. Product: COc1ccc2c(=O)n(CCNC(=O)OC(C)(C)C)c(CN)c(-c3ccccc3)c2c1. RXN SMILES: [C:1]([CH3:2])([CH3:3])([CH3:4])[O:5][C:6]([NH:7][CH2:8][CH2:9][n:10]1[c:11](=[O:30])[c:12]2[cH:13][cH:14][c:15]([O:28][CH3:29])[cH:16][c:17]2[c:18](-[c:22]2[cH:23][cH:24][cH:25][cH:26][cH:27]2)[c:19]1[C:20]#[N:21])=[O:31].[CH3:34][CH2:35][OH:36].[NH4+:32].[OH-:33]>>[C:1]([CH3:2])([CH3:3])([CH3:4])[O:5][C:6]([NH:7][CH2:8][CH2:9][n:10]1[c:11](=[O:30])[c:12]2[cH:13][cH:14][c:15]([O:28][CH3:29])[cH:16][c:17]2[c:18](-[c:22]2[cH:23][cH:24][cH:25][cH:26][cH:27]2)[c:19]1[CH2:20][NH2:21])=[O:31].